This data is from the Open Reaction Database (ORD), a public repository of structured organic reaction records. The task is: describe an organic reaction: reactants, conditions, products, and yield The reactants are C(#N)C1(CC1)NC(=O)[C@H]1N(C[C@@H](C1)SC1=C(C=CC=C1)OC)C(=O)OC(C)(C)C ((2S,4R)-tert-butyl 2-(1-cyanocyclopropylcarbamoyl)-4-(2-methoxyphenylthio)pyrrolidine-1-carboxylate). The solvent is C(=O)O (formic acid). Product: C(#N)C1(CC1)NC(=O)[C@H]1NC[C@@H](C1)SC1=C(C=CC=C1)OC ((2S,4R)-N-(1-cyanocyclopropyl)-4-(2-methoxyphenylthio)pyrrolidine-2-carboxamide). The yield is 79.0%. As a reaction SMILES: [C:1]([C:3]1([NH:6][C:7]([C@@H:9]2[CH2:13][C@@H:12]([S:14][C:15]3[CH:20]=[CH:19][CH:18]=[CH:17][C:16]=3[O:21][CH3:22])[CH2:11][N:10]2C(OC(C)(C)C)=O)=[O:8])[CH2:5][CH2:4]1)#[N:2]>C(O)=O>[C:1]([C:3]1([NH:6][C:7]([C@@H:9]2[CH2:13][C@@H:12]([S:14][C:15]3[CH:20]=[CH:19][CH:18]=[CH:17][C:16]=3[O:21][CH3:22])[CH2:11][NH:10]2)=[O:8])[CH2:5][CH2:4]1)#[N:2]. Procedure: The reaction of the amide 11C with formic acid yielded (2S,4R)-N-(1-cyanocyclopropyl)-4-(2-methoxyphenylthio)pyrrolidine-2-carboxamide as a light yellow viscous oil (79%). MS ISP (m/e): 318.2 (100) [(M+H)]+. Starting materials: Cc1ccc(C#C[Si](C)(C)C(C)(C)C)c([N+](=O)[O-])c1, O=C([O-])[O-], CO, CCOC(C)=O, [Na+], [Na+], [Na+], [OH-]. Product: C#Cc1ccc(C)cc1[N+](=O)[O-]. RXN SMILES: [C:1]([Si:2]([CH3:3])([CH3:4])[C:6]#[C:7][c:8]1[c:9]([N+:15](=[O:16])[O-:17])[cH:10][c:11]([CH3:14])[cH:12][cH:13]1)([CH3:5])([CH3:18])[CH3:19].[C:30](=[O:31])([O-:32])[O-:33].[CH3:22][OH:23].[CH3:24][CH2:25][O:26][C:27]([CH3:28])=[O:29].[Na+:21].[Na+:34].[Na+:35].[OH-:20]>>[CH:6]#[C:7][c:8]1[c:9]([N+:15](=[O:16])[O-:17])[cH:10][c:11]([CH3:14])[cH:12][cH:13]1. Starting materials: CN1N=C(C=2C(CCCC12)=O)C (1,5,6,7-Tetrahydro-1,3-dimethyl-4H-indazol-4-one), [N+](=[N-])=CC(=O)OCC (ethyl diazoacetate). The product is CN1N=C(C2=C1CCCC(C2)=O)C (4,6,7,8-tetrahydro-1,3-dimethyl-5(1H)-cycloheptapyrazolone). Reaction SMILES: [CH3:1][N:2]1[C:10]2[CH2:9][CH2:8][CH2:7][C:6](=[O:11])[C:5]=2[C:4]([CH3:12])=[N:3]1.[N+](=[CH:15]C(OCC)=O)=[N-]>>[CH3:1][N:2]1[C:10]2[CH2:9][CH2:8][CH2:7][C:6](=[O:11])[CH2:15][C:5]=2[C:4]([CH3:12])=[N:3]1. Reported procedure: 1,5,6,7-Tetrahydro-1,3-dimethyl-4H-indazol-4-one is reacted with ethyl diazoacetate according to the procedure described in Example 3 to give 4,6,7,8-tetrahydro-1,3-dimethyl-5(1H)-cycloheptapyrazolone. This is reacted with N,N-dimethylformamide dimethyl acetal according to the procedure described in the first paragraph of Example 6 to give 4-(dimethylaminomethylene)-4,6,7,8-tetrahydro-1,3-dimethyl-5(1H)-cycloheptapyrazolone. The dimethylaminomethylene compound is then reacted with hydrazine acco... Starting materials: P([O-])([O-])=O (phosphonate), C(CCC)[Li] (n-butyllithium), methyl 3-(2-furyl) propionate, CP(OC)(OC)=O (dimethyl methylphosphonate), O1CCCC1 (tetrahydrofuran), C(C)(=O)O (acetic acid). Solvent: CCCCCC (hexane). Conditions: time 5 minute. Yields the product O=C(CP(OC)(OC)=O)CCC=1OC=CC1 (Dimethyl 2-Oxo-4-(2-furyl)butylphosphonate). Reaction SMILES: [CH3:1][P:2](=[O:7])([O:5][CH3:6])[O:3][CH3:4].P(=O)([O-])[O-].[CH2:12]([Li])[CH2:13][CH2:14][CH3:15].C(O)(=[O:19])C.[O:21]1C[CH2:24][CH2:23][CH2:22]1>CCCCCC>[O:19]=[C:12]([CH2:13][CH2:14][C:15]1[O:21][CH:22]=[CH:23][CH:24]=1)[CH2:1][P:2](=[O:7])([O:5][CH3:6])[O:3][CH3:4]. Procedure: A solution of 25 g (0.21 mole) dimethyl methylphosphonate (Aldrich) in 300 ml dry tetrahydrofuran was cooled to -78° in a dry nitrogen atmosphere. To the stirred phosphonate solution was added 80 ml of 2.67 M n-butyllithium in hexane solution (Alfa Inorganics, Inc.) dropwise over a period of 18 minutes at such a rate that the reaction temperature never rose above -65°. After an additional 5 minutes stirring at -78°, 16.0 g (0.104 mole) methyl 3-(2-furyl) propionate was added dropwise at a rate t... The reactants are COc1cccc(C(C)(O)c2cccc(Br)c2)c1, Cc1ccccc1, Cc1ccc(S(=O)(=O)O)cc1. The product is C=C(c1cccc(Br)c1)c1cccc(OC)c1. Reaction SMILES: [Br:1][c:2]1[cH:3][c:4]([C:8]([CH3:9])([OH:10])[c:11]2[cH:12][c:13]([O:17][CH3:18])[cH:14][cH:15][cH:16]2)[cH:5][cH:6][cH:7]1.[CH3:30][c:31]1[cH:32][cH:33][cH:34][cH:35][cH:36]1.[c:19]1([CH3:20])[cH:21][cH:22][c:23]([S:24]([OH:25])(=[O:26])=[O:27])[cH:28][cH:29]1>>[Br:1][c:2]1[cH:3][c:4]([C:8](=[CH2:9])[c:11]2[cH:12][c:13]([O:17][CH3:18])[cH:14][cH:15][cH:16]2)[cH:5][cH:6][cH:7]1. Reactants: CC(Cl)c1cccnc1, OCC#Cc1ccc(Cl)cc1. Reagents/catalysts: O=C([O-])[O-].[Cs+].[Cs+] (cesium carbonate), [I-].[K+] (potassium iodide). Run in CN(C)C=O (DMF), CN(C)C=O (dmf), CN(C)C=O (DMF). Reaction conditions: temperature 70 celsius, time 16 hour. Yields the product CC(OCC#Cc1ccc(Cl)cc1)c1cccnc1.